From a dataset of the Open Reaction Database (ORD), a public repository of structured organic reaction records. describe an organic reaction: reactants, conditions, products, and yield As a reaction SMILES: [Cl:1][C:2]1[C:10]2[O:9][CH2:8][CH:7]([O:11][CH3:12])[C:6]=2[C:5]([CH:13]2[C@H:18]([O:19]CC3C=CC=CC=3)[C@@H:17]([O:27]CC3C=CC=CC=3)[C@H:16]([O:35]CC3C=CC=CC=3)[C@@H:15]([CH2:43][O:44]CC3C=CC=CC=3)[O:14]2)=[CH:4][C:3]=1[CH2:52][C:53]1[CH:58]=[CH:57][C:56]([O:59][CH2:60][CH3:61])=[CH:55][CH:54]=1>C1COCC1.CO.[Pd]>[Cl:1][C:2]1[C:10]2[O:9][CH2:8][CH:7]([O:11][CH3:12])[C:6]=2[C:5]([C@H:13]2[C@H:18]([OH:19])[C@@H:17]([OH:27])[C@H:16]([OH:35])[C@@H:15]([CH2:43][OH:44])[O:14]2)=[CH:4][C:3]=1[CH2:52][C:53]1[CH:58]=[CH:57][C:56]([O:59][CH2:60][CH3:61])=[CH:55][CH:54]=1 |f:1.2|. Isolated yield 53.8%. The reagents and catalysts are [Pd] (Pd/C). Starting materials: ClC1=C(C=C(C=2C(COC21)OC)C2O[C@@H]([C@H]([C@@H]([C@H]2OCC2=CC=CC=C2)OCC2=CC=CC=C2)OCC2=CC=CC=C2)COCC2=CC=CC=C2)CC2=CC=C(C=C2)OCC (7-chloro-6-(4-ethoxybenzyl)-3-methoxy-4-((3S,4R,5R,6R)-3,4,5-tris(benzyloxy)-6-(benzyloxymethyl)-tetrahydro-2H-pyran-2-yl)-2,3-dihydrobenzofuran). Run in C1CCOC1.CO (THF MeOH). Yields the product ClC1=C(C=C(C=2C(COC21)OC)[C@@H]2O[C@@H]([C@H]([C@@H]([C@H]2O)O)O)CO)CC2=CC=C(C=C2)OCC ((2S,3R,4R,5S,6R)-2-(7-Chloro-6-(4-ethoxybenzyl)-3-methoxy-2,3-dihydrobenzofuran-4-yl)-6-(hydroxymethyl)-tetrahydro-2H-pyran-3,4,5-triol). Run at time 15 hour. Procedure: To a solution of 7-chloro-6-(4-ethoxybenzyl)-3-methoxy-4-((3S,4R,5R,6R)-3,4,5-tris(benzyloxy)-6-(benzyloxymethyl)-tetrahydro-2H-pyran-2-yl)-2,3-dihydrobenzofuran (124 mg, 0.147 mmol) in THF/MeOH (4 mL/2 mL) was added 10% Pd/C (12 mg) at rt. The reaction mixture was stirred at r.t. for 15 hours under hydrogen and filtered off. The filtrate was concentrated in vacuo and the residue was purified using reverse phase preparative HPLC to provide the title compound (38 mg, 54%) as a white solid.